describe an organic reaction: reactants, conditions, products, and yield From a dataset of the Open Reaction Database (ORD), a public repository of structured organic reaction records. Starting materials: Cc1scc2c1Nc1ccccc1NC2=O, Cc1ccccc1, O=C(Cl)Cl, C1COCCO1. Yields the product Cc1scc2c1N(C(=O)Cl)c1ccccc1NC2=O. As a reaction SMILES: [CH3:1][c:2]1[s:3][cH:4][c:5]2[c:6]1[NH:7][c:8]1[c:9]([cH:13][cH:14][cH:15][cH:16]1)[NH:10][C:11]2=[O:12].[CH3:27][c:28]1[cH:29][cH:30][cH:31][cH:32][cH:33]1.[Cl:17][C:18]([Cl:19])=[O:20].[O:21]1[CH2:22][CH2:23][O:24][CH2:25][CH2:26]1>>[CH3:1][c:2]1[s:3][cH:4][c:5]2[c:6]1[N:7]([C:18]([Cl:17])=[O:20])[c:8]1[c:9]([cH:13][cH:14][cH:15][cH:16]1)[NH:10][C:11]2=[O:12]. Reactants: Cl (hydrochloric acid), C(C1=CC=CC=C1)N1N=NC(=C1)C1=NC(=C(C2=C1C(=NO2)C2=CC=CC=C2)O)C(=O)OCC (Ethyl 4-(1-benzyl-1H-1,2,3-triazol-4-yl)-7-hydroxy-3-phenylisoxazolo[4,5-c]pyridine-6-carboxylate), NCC(=O)O (glycine), [O-]CC.[Na+] (sodium ethoxide). Run in CCOC(=O)C (EtOAc), O (water), CN(C)C=O (DMF), C([O-])(O)=O.[Na+] (sodium bicarbonate). Yields the product C(C1=CC=CC=C1)N1N=NC(=C1)C1=NC(=C(C2=C1C(=NO2)C2=CC=CC=C2)O)C(=O)NCC(=O)O ({[4-(1-Benzyl-1H-[1,2,3]-triazol-4-yl)-7-hydroxy-3-phenyl-isoxazolo[4,5-c]pyridine-6-carbonyl]-amino}-acetic acid). Yield: 85.2%. RXN SMILES: [CH2:1]([N:8]1[CH:12]=[C:11]([C:13]2[C:18]3[C:19]([C:22]4[CH:27]=[CH:26][CH:25]=[CH:24][CH:23]=4)=[N:20][O:21][C:17]=3[C:16]([OH:28])=[C:15]([C:29](OCC)=[O:30])[N:14]=2)[N:10]=[N:9]1)[C:2]1[CH:7]=[CH:6][CH:5]=[CH:4][CH:3]=1.[NH2:34][CH2:35][C:36]([OH:38])=[O:37].[O-]CC.[Na+].Cl>C(=O)(O)[O-].[Na+].CCOC(C)=O.O.CN(C=O)C>[CH2:1]([N:8]1[CH:12]=[C:11]([C:13]2[C:18]3[C:19]([C:22]4[CH:27]=[CH:26][CH:25]=[CH:24][CH:23]=4)=[N:20][O:21][C:17]=3[C:16]([OH:28])=[C:15]([C:29]([NH:34][CH2:35][C:36]([OH:38])=[O:37])=[O:30])[N:14]=2)[N:10]=[N:9]1)[C:2]1[CH:3]=[CH:4][CH:5]=[CH:6][CH:7]=1 |f:2.3,5.6|. Reported procedure: Ethyl 4-(1-benzyl-1H-1,2,3-triazol-4-yl)-7-hydroxy-3-phenylisoxazolo[4,5-c]pyridine-6-carboxylate (100 mg, 0.227 mmol), glycine (340 mg, 4.54 mmol) and sodium ethoxide (231 mg, 3.40 mmol) were added to 8 mL of DMF and the mixture was refluxed for 2 h. After the mixture was cooled to room temperature, water (50 mL) and EtOAc (50 mL) were added. The biphasic mixture was acidified to pH 2 by addition of 4M hydrochloric acid. The aqueous layer was extracted with additional EtOAc and the combined org... Reactants: ClC1=CC(=C(CN2N=CC3=CC(=CC=C23)C=O)C=C1)C(F)(F)F ([4-chloro-2-(trifluoromethyl)benzyl]-1H-indazol-5-carbaldehyde), O=C1SCC(N1[C@@H]1CN(CC[C@H]1O)C(=O)OC(C)(C)C)=O (1,1-dimethylethyl trans-3-(2,4-dioxo-1,3-thiazolidin-3-yl)-4-hydroxypiperidine-1-carboxylate). The product is ClC1=CC(=C(CN2N=CC3=CC(=CC=C23)\C=C/2\C(N(C(S2)=O)[C@@H]2CNCC[C@H]2O)=O)C=C1)C(F)(F)F ((5Z)-5-({1-[4-Chloro-2-(trifluoromethyl)benzyl]-1H-indazol-5-yl}methylidene)-3-[trans-4-hydroxypiperidin-3-yl]-1,3-thiazolidine-2,4-dione). RXN SMILES: [Cl:1][C:2]1[CH:19]=[CH:18][C:5]([CH2:6][N:7]2[C:15]3[C:10](=[CH:11][C:12]([CH:16]=O)=[CH:13][CH:14]=3)[CH:9]=[N:8]2)=[C:4]([C:20]([F:23])([F:22])[F:21])[CH:3]=1.[O:24]=[C:25]1[N:29]([C@H:30]2[C@H:35]([OH:36])[CH2:34][CH2:33][N:32](C(OC(C)(C)C)=O)[CH2:31]2)[C:28](=[O:44])[CH2:27][S:26]1>>[Cl:1][C:2]1[CH:19]=[CH:18][C:5]([CH2:6][N:7]2[C:15]3[C:10](=[CH:11][C:12](/[CH:16]=[C:27]4/[C:28](=[O:44])[N:29]([C@H:30]5[C@H:35]([OH:36])[CH2:34][CH2:33][NH:32][CH2:31]5)[C:25](=[O:24])[S:26]/4)=[CH:13][CH:14]=3)[CH:9]=[N:8]2)=[C:4]([C:20]([F:21])([F:23])[F:22])[CH:3]=1. Reported procedure: (5Z)-5-({1-[4-Chloro-2-(trifluoromethyl)benzyl]-1H-indazol-5-yl}methylidene)-3-[trans-4-hydroxypiperidin-3-yl]-1,3-thiazolidine-2,4-dione was prepared from [4-chloro-2-(trifluoromethyl)benzyl]-1H-indazol-5-carbaldehyde (from Example 1) and 1,1-dimethylethyl trans-3-(2,4-dioxo-1,3-thiazolidin-3-yl)-4-hydroxypiperidine-1-carboxylate (from Example 270) following General Procedure F. Starting materials: CN(C)C(=[N+](C)C)ON1C2=C(C=CC=C2)N=N1.[B-](F)(F)(F)F (TBTU), C(C)(=O)NN (acetic hydrazide), COC1=NC(=CC(=N1)C(=O)O)NCCC1=CC=C(C=C1)OC (2-methoxy-6-[2-(4-methoxy-phenyl)-ethylamino]-pyrimidine-4-carboxylic acid), COC1=NC(=CC(=N1)C(=O)O)NCCC1=CC=C(C=C1)OC (2-methoxy-6-[2-(4-methoxy-phenyl)-ethylamino]-pyrimidine-4-carboxylic acid), C(C)(C)N(C(C)C)CC (N,N-diisopropylethylamine). Solvent: O (water), CN(C=O)C (dimethylformamide). Conditions: time 5 minute. Product: C(C)(=O)NNC(=O)C1=NC(=NC(=C1)NCCC1=CC=C(C=C1)OC)OC (2-methoxy-6-[2-(4-methoxy-phenyl)-ethylamino]-pyrimidine-4-carboxylic acid N′-acetyl-hydrazide). Isolated yield 35.4%. As a reaction SMILES: [CH3:1][O:2][C:3]1[N:8]=[C:7]([C:9]([OH:11])=O)[CH:6]=[C:5]([NH:12][CH2:13][CH2:14][C:15]2[CH:20]=[CH:19][C:18]([O:21][CH3:22])=[CH:17][CH:16]=2)[N:4]=1.C(N(CC)C(C)C)(C)C.CN(C(ON1N=NC2C=CC=CC1=2)=[N+](C)C)C.[B-](F)(F)(F)F.[C:54]([NH:57][NH2:58])(=[O:56])[CH3:55]>CN(C)C=O.O>[C:54]([NH:57][NH:58][C:9]([C:7]1[CH:6]=[C:5]([NH:12][CH2:13][CH2:14][C:15]2[CH:20]=[CH:19][C:18]([O:21][CH3:22])=[CH:17][CH:16]=2)[N:4]=[C:3]([O:2][CH3:1])[N:8]=1)=[O:11])(=[O:56])[CH3:55] |f:2.3|. Reported procedure: To a solution of 2-methoxy-6-[2-(4-methoxy-phenyl)-ethylamino]-pyrimidine-4-carboxylic acid [100 mg, 0.33 mmol, Intermediate (56)] in dimethylformamide (1 mL) is added N,N-diisopropylethylamine (145 μL, 0.83 mmol) followed by TBTU (128 mg, 0.4 mmol). Stirred the reaction mixture for 5 minutes before adding acetic hydrazide (37 mg, 0.5 mmol) and continued stirring the reaction mixture overnight at ambient temperature. The reaction mixture is poured into water (25 mL) and subsequently extracted th...